This data is from the Open Reaction Database (ORD), a public repository of structured organic reaction records. The task is: describe an organic reaction: reactants, conditions, products, and yield RXN SMILES: C(NC1C=CC([NH:11][C:12]2[C:20]([S:21](=[O:34])(=[O:33])[NH:22][C:23]3[CH:28]=[CH:27][C:26]([NH:29]C(=O)C)=[CH:25][CH:24]=3)=[CH:19][C:15]([C:16]([OH:18])=[O:17])=[CH:14][C:13]=2[NH:35][CH2:36][CH:37]=[CH:38][CH3:39])=CC=1)(=O)C.[OH-].[Na+]>>[NH2:11][C:12]1[C:20]([S:21](=[O:34])(=[O:33])[NH:22][C:23]2[CH:28]=[CH:27][C:26]([NH2:29])=[CH:25][CH:24]=2)=[CH:19][C:15]([C:16]([OH:18])=[O:17])=[C:14]([NH:11][C:12]2[CH:20]=[CH:19][CH:15]=[CH:14][CH:13]=2)[C:13]=1[NH:35][CH2:36][CH:37]=[CH:38][CH3:39] |f:1.2|. Reactants: C(C)(=O)NC1=CC=C(C=C1)NC1=C(C=C(C(=O)O)C=C1S(NC1=CC=C(C=C1)NC(C)=O)(=O)=O)NCC=CC (4-(4-acetamidophenylamino)-3-but-2-enylamino-5-(4-acetamidophenylsulfamoyl)-benzoic acid), [OH-].[Na+] (sodium hydroxide). Procedure details: The mixture of 1.3 g of 4-(4-acetamidophenylamino)-3-but-2-enylamino-5-(4-acetamidophenylsulfamoyl)-benzoic acid and 13 ml of 2 N aqueous sodium hydroxide is refluxed for 1 hour under nitrogen. After cooling to room temperature it is filtered, the filtrate acidified with glacial acetic acid to a pH of 4-5 and the precipitate formed filtered off and washed with water, to yield the 4-(4-aminophenylamino-3-but-2-enylamino-5-(4-aminophenylsulfamoyl)-benzoic acid melting at about 130°. The product is NC1=C(C(=C(C(=O)O)C=C1S(NC1=CC=C(C=C1)N)(=O)=O)NC1=CC=CC=C1)NCC=CC (4-aminophenylamino-3-but-2-enylamino-5-(4-aminophenylsulfamoyl)-benzoic acid). Starting materials: C1(=CC=CC=C1)C(=C)O[Si](C)(C)C (1-phenyl-1-(trimethylsilyloxy)ethylene), diethyl ester, C(CC)C1=C(C=CC=C1)SC(C(=O)O)C(=O)O ([(2-propylphenyl)thio]propanedioic acid). Yields the product OC1=C(C(OC(=C1)C1=CC=CC=C1)=O)SC1=C(C=CC=C1)CCC (4-Hydroxy-6-phenyl-3-[(2-propylphenyl)thio]-2H-pyran-2-one). As a reaction SMILES: [C:1]1([C:7]([O:9][Si](C)(C)C)=[CH2:8])[CH:6]=[CH:5][CH:4]=[CH:3][CH:2]=1.[CH2:14]([C:17]1[CH:22]=[CH:21][CH:20]=[CH:19][C:18]=1[S:23][CH:24]([C:28](O)=[O:29])[C:25](O)=[O:26])[CH2:15][CH3:16]>>[OH:29][C:28]1[CH:8]=[C:7]([C:1]2[CH:6]=[CH:5][CH:4]=[CH:3][CH:2]=2)[O:9][C:25](=[O:26])[C:24]=1[S:23][C:18]1[CH:19]=[CH:20][CH:21]=[CH:22][C:17]=1[CH2:14][CH2:15][CH3:16]. Procedure: The title compound was prepared by Method A using 1-phenyl-1-(trimethylsilyloxy)ethylene (0.990 mL, 4.83 mmol) and diethyl ester of [(2-propylphenyl)thio]propanedioic acid (1.00 g, 3.22 mmol). m.p. 158-160° C.; 1H NMR (400 MHz, DMSO-d6) δ 0.972 (t, 3H), 1.64 (m, 2H), 2.71 (t, 2H), 6.87 (s, 1H), 6.92 (m, 1H), 7.06 (m, 2H), 7.16 (m, 1H), 7.55 (m, 3H), 7.85 (m, 2H). Starting materials: O=C(O)C(NCc1ccccc1)c1ccccc1, C1CCOC1, C(=NC1CCCCC1)=NC1CCCCC1, OC1CN2CCC1CC2, On1nnc2ccccc21. The product is O=C(OC1CN2CCC1CC2)C(NCc1ccccc1)c1ccccc1. Reaction SMILES: [CH2:1]([c:2]1[cH:3][cH:4][cH:5][cH:6][cH:7]1)[NH:8][CH:9]([C:10](=[O:11])[OH:12])[c:13]1[cH:14][cH:15][cH:16][cH:17][cH:18]1.[CH2:53]1[O:54][CH2:55][CH2:56][CH2:57]1.[CH:19]1([N:20]=[C:21]=[N:22][CH:23]2[CH2:24][CH2:25][CH2:26][CH2:27][CH2:28]2)[CH2:29][CH2:30][CH2:31][CH2:32][CH2:33]1.[N:44]12[CH2:45][CH:46]([OH:52])[CH:47]([CH2:48][CH2:49]1)[CH2:50][CH2:51]2.[OH:34][n:35]1[c:36]2[c:37]([cH:38][cH:39][cH:40][cH:41]2)[n:42][n:43]1>>[CH2:1]([c:2]1[cH:3][cH:4][cH:5][cH:6][cH:7]1)[NH:8][CH:9]([C:10](=[O:11])[O:12][CH:46]1[CH2:45][N:44]2[CH2:49][CH2:48][CH:47]1[CH2:50][CH2:51]2)[c:13]1[cH:14][cH:15][cH:16][cH:17][cH:18]1. Reactants: CN, ClCCl, O=C1CCc2ccc(S(=O)(=O)Cl)cc2C1. Yields the product CNS(=O)(=O)c1ccc2c(c1)CC(=O)CC2. As a reaction SMILES: [CH3:16][NH2:17].[Cl:18][CH2:19][Cl:20].[O:1]=[C:2]1[CH2:3][CH2:4][c:5]2[cH:6][cH:7][c:8]([S:12](=[O:13])(=[O:14])[Cl:15])[cH:9][c:10]2[CH2:11]1>>[O:1]=[C:2]1[CH2:3][CH2:4][c:5]2[cH:6][cH:7][c:8]([S:12](=[O:13])(=[O:14])[NH:17][CH3:16])[cH:9][c:10]2[CH2:11]1. Starting materials: OO (hydrogen peroxide), [OH-].[Na+] (sodium hydroxide), N1=CC=C(C=C1)N1CCN(CC1)C1=CC=C(C#N)C=C1 (4-[4-(4-Pyridyl)piperazin-1-yl]benzonitrile). The solvent is O (water), C(C)O (ethanol). Conditions: temperature 50 celsius, time 1 hour. Yields the product N1=CC=C(C=C1)N1CCN(CC1)C1=CC=C(C(=O)N)C=C1 (4-[4-(4-Pyridyl)piperazin-1-yl]benzamide). Reaction SMILES: [OH-:1].[Na+].[N:3]1[CH:8]=[CH:7][C:6]([N:9]2[CH2:14][CH2:13][N:12]([C:15]3[CH:22]=[CH:21][C:18]([C:19]#[N:20])=[CH:17][CH:16]=3)[CH2:11][CH2:10]2)=[CH:5][CH:4]=1.OO>O.C(O)C>[N:3]1[CH:4]=[CH:5][C:6]([N:9]2[CH2:14][CH2:13][N:12]([C:15]3[CH:22]=[CH:21][C:18]([C:19]([NH2:20])=[O:1])=[CH:17][CH:16]=3)[CH2:11][CH2:10]2)=[CH:7][CH:8]=1 |f:0.1|. Procedure: A solution of sodium hydroxide (1.0 g) in water (5 ml) was added to a solution of the product of (i) above (1.0 g) in ethanol (10 ml), followed by 30% hydrogen peroxide solution (2.5 ml). The mixture was stirred at 50° C. for 1.5 hours, at room temperature for 1 hour and then evaporated. The residue was triturated with water, the mixture was filtered and the solid was crystallised from n-propanol/water to give the title compound (0.28 g), m.p. 327°-330° C. Found: C,68.31; H,6.59; N,19.78. C16H18... Run in CO (methanol). The reagents and catalysts are [Ni] (Raney nickel). Procedure details: 7.5 gm of chloroacetyl chloride were added dropwise to a mixture of 18 gm of 1-(3'-nitro-phenyl)-2-amino-propane, 14 gm of potassium carbonate and 150 ml of acetonitrile, whereby the temperature of the mixture rose to 45° C, and the resulting mixture was refluxed for two hours. Thereafter, the reaction mixture was allowed to cool, and then it was diluted with ice water, whereupon 1-(3'-nitro-phenyl)-2-(chloroacetyl-amino)-propane (m.p. 118° -120° C, recrystallized from ethyl acetate/petroleum et... Reaction SMILES: [ClH:1].[N+:2]([C:5]1[CH:6]=[C:7]([CH2:11][CH:12]([NH:14][C:15](=[O:25])[CH2:16][NH:17][CH2:18][C:19]2[CH:24]=[CH:23][CH:22]=[CH:21][CH:20]=2)[CH3:13])[CH:8]=[CH:9][CH:10]=1)([O-])=O>CO.[Ni]>[ClH:1].[NH2:2][C:5]1[CH:6]=[C:7]([CH2:11][CH:12]([NH:14][C:15](=[O:25])[CH2:16][NH:17][CH2:18][C:19]2[CH:20]=[CH:21][CH:22]=[CH:23][CH:24]=2)[CH3:13])[CH:8]=[CH:9][CH:10]=1 |f:0.1,4.5|. The product is Cl.NC=1C=C(C=CC1)CC(C)NC(CNCC1=CC=CC=C1)=O (1-(3'-aminophenyl)-2-(benzylaminoacetyl-amino)-propane hydrochloride). Reactants: Cl.[N+](=O)([O-])C=1C=C(C=CC1)CC(C)NC(CNCC1=CC=CC=C1)=O (1-(3'-nitro-phenyl)-2-(benzylaminoacetyl-amino)-propane hydrochloride). Reactants: BrC1=NC=C(C=2C1=CN(N2)C2=C(C=C(C=C2Cl)C=C)Cl)F (4-bromo-2-(2,6-dichloro-4-vinylphenyl)-7-fluoro-2H-pyrazolo[4,3-c]pyridine), CC1=CC(=NC=N1)N (6-methylpyrimidin-4-ylamine), CC1(C2=C(C(=CC=C2)P(C3=CC=CC=C3)C4=CC=CC=C4)OC5=C(C=CC=C51)P(C6=CC=CC=C6)C7=CC=CC=C7)C (Xantphos), C([O-])([O-])=O.[Cs+].[Cs+] (cesium carbonate). The reagents and catalysts are C=1C=CC(=CC1)/C=C/C(=O)/C=C/C2=CC=CC=C2.C=1C=CC(=CC1)/C=C/C(=O)/C=C/C2=CC=CC=C2.C=1C=CC(=CC1)/C=C/C(=O)/C=C/C2=CC=CC=C2.[Pd].[Pd] (Pd2(dba)3). Run in O1CCOCC1 (dioxane). Conditions: temperature 80 celsius. Yields the product ClC1=C(C(=CC(=C1)C=C)Cl)N1N=C2C(C(=NC=C2F)NC2=NC=NC(=C2)C)=C1 ([2-(2,6-Dichloro-4-vinylphenyl)-7-fluoro-2H-pyrazolo[4,3-c]pyridin-4-yl]-(6-methylpyrimidin-4-yl)amine). Yield: 62.4%. RXN SMILES: Br[C:2]1[C:7]2=[CH:8][N:9]([C:11]3[C:16]([Cl:17])=[CH:15][C:14]([CH:18]=[CH2:19])=[CH:13][C:12]=3[Cl:20])[N:10]=[C:6]2[C:5]([F:21])=[CH:4][N:3]=1.[CH3:22][C:23]1[N:28]=[CH:27][N:26]=[C:25]([NH2:29])[CH:24]=1.CC1(C)C2C(=C(P(C3C=CC=CC=3)C3C=CC=CC=3)C=CC=2)OC2C(P(C3C=CC=CC=3)C3C=CC=CC=3)=CC=CC1=2.C(=O)([O-])[O-].[Cs+].[Cs+]>O1CCOCC1.C1C=CC(/C=C/C(/C=C/C2C=CC=CC=2)=O)=CC=1.C1C=CC(/C=C/C(/C=C/C2C=CC=CC=2)=O)=CC=1.C1C=CC(/C=C/C(/C=C/C2C=CC=CC=2)=O)=CC=1.[Pd].[Pd]>[Cl:20][C:12]1[CH:13]=[C:14]([CH:18]=[CH2:19])[CH:15]=[C:16]([Cl:17])[C:11]=1[N:9]1[CH:8]=[C:7]2[C:2]([NH:29][C:25]3[CH:24]=[C:23]([CH3:22])[N:28]=[CH:27][N:26]=3)=[N:3][CH:4]=[C:5]([F:21])[C:6]2=[N:10]1 |f:3.4.5,7.8.9.10.11|. Procedure: A mixture of 4-bromo-2-(2,6-dichloro-4-vinylphenyl)-7-fluoro-2H-pyrazolo[4,3-c]pyridine (295 mg, 0.76 mmol), 6-methylpyrimidin-4-ylamine (99 mg, 0.91 mmol), Pd2(dba)3 (17 mg, 0.019 mmol), Xantphos (44 mg, 0.076 mmol) and cesium carbonate (495 mg, 1.52 mmol) in dioxane (8.0 mL) was de-gassed and purged with nitrogen and the reaction mixture was heated at 80° C. in a sealed vial overnight. The resultant mixture was allowed to cool to room temperature, before being partitioned between ethyl acetate... The reactants are FC(C(=O)NCCO)(F)F (2-(trifluoroacetylamino)ethanol), [N+](=O)([O-])C1=CC=C(C=C1)OC(=O)Cl (chloroformic acid 4-nitrophenyl ester). Run in N1=CC=CC=C1 (pyridine). Reaction conditions: time 8 hour. The product is C(OC1=CC=C(C=C1)[N+](=O)[O-])(OCCNC(C(F)(F)F)=O)=O (4-Nitrophenyl 2-trifluoroacetylaminoethyl carbonate). Reaction SMILES: [F:1][C:2]([F:10])([F:9])[C:3]([NH:5][CH2:6][CH2:7][OH:8])=[O:4].[N+:11]([C:14]1[CH:19]=[CH:18][C:17]([O:20][C:21](Cl)=[O:22])=[CH:16][CH:15]=1)([O-:13])=[O:12]>N1C=CC=CC=1>[C:21](=[O:22])([O:8][CH2:7][CH2:6][NH:5][C:3](=[O:4])[C:2]([F:10])([F:9])[F:1])[O:20][C:17]1[CH:16]=[CH:15][C:14]([N+:11]([O-:13])=[O:12])=[CH:19][CH:18]=1. Reported procedure: 17 g (0.108 mol) of 2-(trifluoroacetylamino)ethanol are dissolved in 210 ml of pyridine, 21 g of chloroformic acid 4-nitrophenyl ester are added and the mixture is left to stand overnight at room temperature. It is then concentrated, the residue is taken up in methylene chloride and the methylene chloride mixture is washed with ice-water and dried with Na2SO4. After evaporating off the solvent, 33 g of a light-colored oil are obtained.